The task is: describe an organic reaction: reactants, conditions, products, and yield. This data is from the Open Reaction Database (ORD), a public repository of structured organic reaction records. Reactants: O=C1C(Cl)=C(c2ccccc2)C(=O)N1Cc1cccnc1, Nc1ccccc1, CN(C)C=O. Product: O=C1C(Nc2ccccc2)=C(c2ccccc2)C(=O)N1Cc1cccnc1. As a reaction SMILES: [Cl:1][C:2]1=[C:6]([c:7]2[cH:8][cH:9][cH:10][cH:11][cH:12]2)[C:5](=[O:13])[N:4]([CH2:14][c:15]2[cH:16][n:17][cH:18][cH:19][cH:20]2)[C:3]1=[O:21].[NH2:22][c:23]1[cH:24][cH:25][cH:26][cH:27][cH:28]1.[O:29]=[CH:30][N:31]([CH3:32])[CH3:33]>>[C:2]1([NH:22][c:23]2[cH:24][cH:25][cH:26][cH:27][cH:28]2)=[C:6]([c:7]2[cH:8][cH:9][cH:10][cH:11][cH:12]2)[C:5](=[O:13])[N:4]([CH2:14][c:15]2[cH:16][n:17][cH:18][cH:19][cH:20]2)[C:3]1=[O:21]. The reactants are BrC1=C(C=C(C=C1F)C1=NC=C(C=N1)C1=CC=C(C=C1)[C@@H]1CC[C@H](CC1)CCC)F (2-(4'-bromo-3',5'-difluorophenyl)-5-[4'-(trans-4"-propylcyclohexyl)phenyl]pyrimidine), [Cu]C#N (copper (I) cyanide), CN1CCCC1=O (NMP), FeC13.6H2O, Cl (hydrochloric acid). The solvent is O (water). Run at temperature 60 celsius, time 1 hour. The product is C(#N)C1=C(C=C(C=C1F)C1=NC=C(C=N1)C1=CC=C(C=C1)[C@@H]1CC[C@H](CC1)CCC)F (2-(4'-cyano-3',5'-difluorophenyl)-5-[4 '-(trans-4"-propylcyclohexyl)phenyl]pyrimidine). Reaction SMILES: Br[C:2]1[C:7]([F:8])=[CH:6][C:5]([C:9]2[N:14]=[CH:13][C:12]([C:15]3[CH:20]=C[C:18]([C@H:21]4[CH2:26][CH2:25][C@H:24]([CH2:27][CH2:28][CH3:29])[CH2:23][CH2:22]4)=[CH:17][CH:16]=3)=[CH:11][N:10]=2)=[CH:4][C:3]=1[F:30].[Cu][C:32]#[N:33].[CH3:34]N1C(=O)CCC1.Cl>O>[C:32]([C:2]1[C:7]([F:8])=[CH:6][C:5]([C:9]2[N:10]=[CH:11][C:12]([C:15]3[CH:20]=[CH:34][C:18]([C@H:21]4[CH2:22][CH2:23][C@H:24]([CH2:27][CH2:28][CH3:29])[CH2:25][CH2:26]4)=[CH:17][CH:16]=3)=[CH:13][N:14]=2)=[CH:4][C:3]=1[F:30])#[N:33]. Procedure details: 3.0 g (0.006 mol) of 2-(4'-bromo-3',5'-difluorophenyl)-5-[4'-(trans-4"-propylcyclohexyl)phenyl]pyrimidine and 0.8 g (0.08 mol) of copper (I) cyanide were added to 30 cm3 of NMP and the solution was refluxed for 2 hours using a mantle heater. The solution was cooled to 60° C. and added to a solution of 3.2 g of FeC13.6H2O, 1.0 cm3 of concentrated hydrochloric acid and 4 cm3 of water. The resulting solution was allowed to sit on a warm water bath at 60° C. for one hour. The crystals formed were fi...